This data is from the Open Reaction Database (ORD), a public repository of structured organic reaction records. The task is: describe an organic reaction: reactants, conditions, products, and yield Starting materials: ClC(Cl)OC (dichloromethyl-methyl ether), starting material, COC1=CC=CC2=C1OC1=C2C=CC=C1 (4-methoxy-dibenzofuran), O (water). Reagents/catalysts: Cl[Ti](Cl)(Cl)Cl (TiCl4). Solvent: C(Cl)Cl (DCM). Run at temperature 0 celsius, time 1 hour. Yields the product COC1=CC=C(C2=C1OC1=C2C=CC=C1)C=O (4-methoxy-dibenzofuran-1-carbaldehyde). Yield: 108.4%. As a reaction SMILES: [CH3:1][O:2][C:3]1[C:8]2[O:9][C:10]3[CH:15]=[CH:14][CH:13]=[CH:12][C:11]=3[C:7]=2[CH:6]=[CH:5][CH:4]=1.Cl[CH:17]([O:19]C)Cl.O>C(Cl)Cl.Cl[Ti](Cl)(Cl)Cl>[CH3:1][O:2][C:3]1[C:8]2[O:9][C:10]3[CH:15]=[CH:14][CH:13]=[CH:12][C:11]=3[C:7]=2[C:6]([CH:17]=[O:19])=[CH:5][CH:4]=1. Procedure: 4-methoxy-dibenzofuran (3.07 g, 15.5 mmoles) is dissolved in DCM (50 mL) under nitrogen atmosphere. The solution is cooled to 0° C. and dichloromethyl-methyl ether (1.68 mL, 18.6 mmoles) and subsequently TiCl4 (1N solution in DCM, 18.6 mL, 18.6 mmoles) are added dropwise. The solution is stirred at 0° C. and the reaction is completed after 1 hour. The reaction mixture is poured into cold water and extracted with DCM. The combined organic layers are washed again with water and brine, dried over s... Starting materials: C(#N)C=1C(=NC2=CC=C(C=C2C1C1=C(C=CC=C1)F)OCC(=O)N)CC(C)C (2-{[3-cyano-4-(2-fluorophenyl)-2-isobutylquinolin-6-yl]oxy}acetamide), N (ammonia), O1CCCC1 (tetrahydrofuran), solution, Cl (hydrogen chloride). The reagents and catalysts are [Ni] (Raney-nickel). Solvent: C(C)(=O)OCC (ethyl acetate), CO (methanol), C(C)(=O)OCC (ethyl acetate). Conditions: time 6 hour. Yields the product Cl.Cl.NCC=1C(=NC2=CC=C(C=C2C1C1=C(C=CC=C1)F)OCC(=O)N)CC(C)C (2-{[3-(aminomethyl)-4-(2-fluorophenyl)-2-isobutylquinolin-6-yl]oxy}acetamide Dihydrochloride). The yield is 59.0%. RXN SMILES: [C:1]([C:3]1[C:4]([CH2:25][CH:26]([CH3:28])[CH3:27])=[N:5][C:6]2[C:11]([C:12]=1[C:13]1[CH:18]=[CH:17][CH:16]=[CH:15][C:14]=1[F:19])=[CH:10][C:9]([O:20][CH2:21][C:22]([NH2:24])=[O:23])=[CH:8][CH:7]=2)#[N:2].N.O1CCCC1.[ClH:35]>C(OCC)(=O)C.[Ni].CO>[ClH:35].[ClH:35].[NH2:2][CH2:1][C:3]1[C:4]([CH2:25][CH:26]([CH3:28])[CH3:27])=[N:5][C:6]2[C:11]([C:12]=1[C:13]1[CH:18]=[CH:17][CH:16]=[CH:15][C:14]=1[F:19])=[CH:10][C:9]([O:20][CH2:21][C:22]([NH2:24])=[O:23])=[CH:8][CH:7]=2 |f:7.8.9|. Procedure details: To a mixture of 2-{[3-cyano-4-(2-fluorophenyl)-2-isobutylquinolin-6-yl]oxy}acetamide (0.11 g, 0.29 mmol), 25% aqueous ammonia (2 ml), tetrahydrofuran (2 ml) and methanol (10 ml) was added Raney-nickel (1 ml), and the mixture was stirred under a hydrogen (0.5 MPa) atmosphere at room temperature for 6 hrs. The reaction mixture was filtered, and the filtrate was partitioned between ethyl acetate (50 ml) and 10% aqueous potassium carbonate solution (25 ml). The organic layer was washed with saturate... Reactants: ClCC1=CC(=C(C=C1)CC(CCl)C)C(C)C (3-(p-1-chloromethyl-1-methylethylphenyl)-2-methylpropyl chloride), C[C@@H]1CNC[C@@H](O1)C (cis-2,6-dimethylmorpholine), crude product. Run in C(Cl)(Cl)Cl (chloroform). Run at temperature 150 celsius. Product: ClCC1=CC(=C(C=C1)CC(CN1C[C@H](O[C@H](C1)C)C)C)C(C)C (N-[3-(p-1-chloromethyl-1-methylethylphenyl)-2-methylpropyl]-2,6-cis-dimethylmorpholine). Yield: 67.1%. Reaction SMILES: [Cl:1][CH2:2][C:3]1[CH:8]=[CH:7][C:6]([CH2:9][CH:10]([CH3:13])[CH2:11]Cl)=[C:5]([CH:14]([CH3:16])[CH3:15])[CH:4]=1.[CH3:17][C@H:18]1[O:23][C@@H:22]([CH3:24])[CH2:21][NH:20][CH2:19]1>C(Cl)(Cl)Cl>[Cl:1][CH2:2][C:3]1[CH:8]=[CH:7][C:6]([CH2:9][CH:10]([CH3:13])[CH2:11][N:20]2[CH2:19][C@H:18]([CH3:17])[O:23][C@H:22]([CH3:24])[CH2:21]2)=[C:5]([CH:14]([CH3:16])[CH3:15])[CH:4]=1. Procedure details: A mixture of 24 g of 3-(p-1-chloromethyl-1-methylethylphenyl)-2-methylpropyl chloride and 32 g of cis-2,6-dimethylmorpholine is heated for 4 hours at 150° C. The crude product is dissolved in chloroform, washed several times with water, and dried over Na2SO4, the solvent is evaporated and the residue is distilled. There is obtained 21 g of N-[3-(p-1-chloromethyl-1-methylethylphenyl)-2-methylpropyl]-2,6-cis-dimethylmorpholine (active ingredient no. 1); b.p. (0.1 mm) 165°-166° C. Reactants: OB(O)c1ccccc1Br, CCOC(=O)c1cc(NC(C)=O)ccc1Br, O=C([O-])[O-], CCO, CCOCC, [K+], [K+], O, Cc1ccccc1, c1ccc(P(c2ccccc2)(c2ccccc2)[Pd](P(c2ccccc2)(c2ccccc2)c2ccccc2)(P(c2ccccc2)(c2ccccc2)c2ccccc2)P(c2ccccc2)(c2ccccc2)c2ccccc2)cc1. Product: CCOC(=O)c1cc(NC(C)=O)ccc1-c1ccccc1Br. Reaction SMILES: [Br:1][c:2]1[c:3]([B:8]([OH:9])[OH:10])[cH:4][cH:5][cH:6][cH:7]1.[C:11]([CH3:12])(=[O:13])[NH:14][c:15]1[cH:16][cH:17][c:18]([Br:26])[c:19]([C:20](=[O:21])[O:22][CH2:23][CH3:24])[cH:25]1.[C:27](=[O:28])([O-:29])[O-:30].[CH2:33]([OH:34])[CH3:35].[CH3:43][CH2:44][O:45][CH2:46][CH3:47].[K+:31].[K+:32].[OH2:48].[c:36]1([CH3:37])[cH:38][cH:39][cH:40][cH:41][cH:42]1.[cH:49]1[cH:50][cH:51][c:52]([P:53]([Pd:54]([P:55]([c:56]2[cH:57][cH:58][cH:59][cH:60][cH:61]2)([c:62]2[cH:63][cH:64][cH:65][cH:66][cH:67]2)[c:68]2[cH:69][cH:70][cH:71][cH:72][cH:73]2)([P:74]([c:75]2[cH:76][cH:77][cH:78][cH:79][cH:80]2)([c:81]2[cH:82][cH:83][cH:84][cH:85][cH:86]2)[c:87]2[cH:88][cH:89][cH:90][cH:91][cH:92]2)[P:93]([c:94]2[cH:95][cH:96][cH:97][cH:98][cH:99]2)([c:100]2[cH:101][cH:102][cH:103][cH:104][cH:105]2)[c:106]2[cH:107][cH:108][cH:109][cH:110][cH:111]2)([c:112]2[cH:113][cH:114][cH:115][cH:116][cH:117]2)[c:118]2[cH:119][cH:120][cH:121][cH:122][cH:123]2)[cH:124][cH:125]1>>[Br:1][c:2]1[c:3](-[c:18]2[cH:17][cH:16][c:15]([NH:14][C:11]([CH3:12])=[O:13])[cH:25][c:19]2[C:20](=[O:21])[O:22][CH2:23][CH3:24])[cH:4][cH:5][cH:6][cH:7]1.